From a dataset of the Open Reaction Database (ORD), a public repository of structured organic reaction records. describe an organic reaction: reactants, conditions, products, and yield The reactants are O[C@@H]1CCN2C(N(C([C@@H]21)=O)C2=CC=C(C1=CC=CC=C21)C#N)=O (trans-4-(Tetrahydro-7-hydroxy-1,3-dioxo-1H-pyrrolo[1,2-c]imidazol-2(3H)-yl)-1-naphthalenecarbonitrile), IC (iodomethane). Reagents/catalysts: [Ag-]=O (silver(I) oxide). The solvent is C(C)#N (acetonitrile). Run at temperature 85 celsius. The product is CO[C@@H]1CCN2C(N(C([C@@H]21)=O)C2=CC=C(C1=CC=CC=C21)C#N)=O (trans-4-(Tetrahydro-7-methoxy-1,3-dioxo-1H-pyrrolo[1,2-c]imidazol-2(3H)-yl)-1-naphthalenecarbonitrile). Yield: 68.7%. As a reaction SMILES: [OH:1][C@H:2]1[C@@H:9]2[N:5]([C:6](=[O:23])[N:7]([C:11]3[C:20]4[C:15](=[CH:16][CH:17]=[CH:18][CH:19]=4)[C:14]([C:21]#[N:22])=[CH:13][CH:12]=3)[C:8]2=[O:10])[CH2:4][CH2:3]1.I[CH3:25]>C(#N)C.[Ag-]=O>[CH3:25][O:1][C@H:2]1[C@@H:9]2[N:5]([C:6](=[O:23])[N:7]([C:11]3[C:20]4[C:15](=[CH:16][CH:17]=[CH:18][CH:19]=4)[C:14]([C:21]#[N:22])=[CH:13][CH:12]=3)[C:8]2=[O:10])[CH2:4][CH2:3]1. Reported procedure: To a solution of compound 6C (100 mg, 0.326 mmol) in acetonitrile (2 mL), at RT, was added iodomethane (86 μL, 1.38 mmol), followed by silver(I) oxide (42 mg, 0.18 mmol). The mixture was refluxed at 85° C. for 16 hours. After cooling to RT, the reaction mixture was filtered and the filtrate was concentrated under reduced pressure to give a crude product, which was purified by using a preparative HPLC (gradient, 20 to 90% of MeOH/H2O containing 0.1% of CF3CO2H over 10 minutes) to yield the title ... Reactants: ClCC1CCC=2N(C3=CC=CC=C3C2C1=O)C (3-(chloromethyl)-1,2,3,9-tetrahydro-9-methyl-4H-carbazol-4-one), CC=1NC=CN1 (2-methyl-1H-imidazole). Solvent: CN(C)C=O (DMF). Reaction conditions: time 1 hour. Product: CN1C2=CC=CC=C2C=2C(C(CCC12)CN1C(=NC=C1)C)=O (1,2,3,9-Tetrahydro-9-methyl-3-[(2-methyl-1H-imidazol-1-yl)methyl]-4H-carbazol-4-one). The yield is 76.0%. RXN SMILES: Cl[CH2:2][CH:3]1[C:15](=[O:16])[C:14]2[C:13]3[C:8](=[CH:9][CH:10]=[CH:11][CH:12]=3)[N:7]([CH3:17])[C:6]=2[CH2:5][CH2:4]1.[CH3:18][C:19]1[NH:20][CH:21]=[CH:22][N:23]=1>CN(C=O)C>[CH3:17][N:7]1[C:6]2[CH2:5][CH2:4][CH:3]([CH2:2][N:20]3[CH:21]=[CH:22][N:23]=[C:19]3[CH3:18])[C:15](=[O:16])[C:14]=2[C:13]2[C:8]1=[CH:9][CH:10]=[CH:11][CH:12]=2. Procedure details: A solution of 3-(chloromethyl)-1,2,3,9-tetrahydro-9-methyl-4H-carbazol-4-one (0.50 g) and 2-methyl-1H-imidazole (1.60 g) in dry DMF was stirred under nitrogen at 90° for 3.75 h, and then poured onto water (25 ml). The suspension was stirred for 1 h, and the solid filtered off, washed with water (3×20 ml) and dried in vacuo at 50°. Column chromatography of this solid (0.53 g) eluting with a mixture of dichloromethane, ethanol and 0.88 aqueous ammonia (150:10:1) afforded the title compound (0.45 g...